The task is: describe an organic reaction: reactants, conditions, products, and yield. This data is from the Open Reaction Database (ORD), a public repository of structured organic reaction records. Reactants: OC=1C=C(C(=NC1C)C(=O)O)C(=O)O (5-hydroxy-6-methylpyridine-2,3-dicarboxylic acid), C(C)(=O)OC(C)=O (acetic acid anhydride). Conditions: temperature 140 celsius. The product is C(C)(=O)OC=1C=C2C(=NC1C)C(=O)OC2=O (5-acetoxy-6-methyl-pyridine-2,3-dicarboxylic acid anhydride). RXN SMILES: [OH:1][C:2]1[CH:3]=[C:4]([C:12]([OH:14])=[O:13])[C:5]([C:9]([OH:11])=O)=[N:6][C:7]=1[CH3:8].[C:15](OC(=O)C)(=[O:17])[CH3:16]>>[C:15]([O:1][C:2]1[CH:3]=[C:4]2[C:12](=[O:13])[O:14][C:9](=[O:11])[C:5]2=[N:6][C:7]=1[CH3:8])(=[O:17])[CH3:16]. Procedure details: A suspension of 1.0 g (5.1 mmol) 5-hydroxy-6-methylpyridine-2,3-dicarboxylic acid and 5 ml acetic acid anhydride are heated at a bath temperature of 140° C. until a clear solution is produced. After compressing, the desired product is obtained.